Task: describe an organic reaction: reactants, conditions, products, and yield. Dataset: the Open Reaction Database (ORD), a public repository of structured organic reaction records Reactants: C(C=C)Br (allyl bromide), C(C=C)Br (allyl bromide), C(C=C)N1CCC(CC1)O (N-allyl(4-hydroxy)piperidine). Solvent: C(C)OCC (diethyl ether), C(C)OCC (diethyl ether). Conditions: temperature 5 celsius, time 24 hour. Yields the product 22, [Br-].C(C=C)[N+]1(CCC(CC1)O)CC=C (N,N-diallyl(4-hydroxy)piperidinium bromide). Reaction SMILES: [CH2:1]([N:4]1[CH2:9][CH2:8][CH:7]([OH:10])[CH2:6][CH2:5]1)[CH:2]=[CH2:3].[CH2:11]([Br:14])[CH:12]=[CH2:13]>C(OCC)C>[Br-:14].[CH2:1]([N+:4]1([CH2:13][CH:12]=[CH2:11])[CH2:9][CH2:8][CH:7]([OH:10])[CH2:6][CH2:5]1)[CH:2]=[CH2:3] |f:3.4|. Procedure details: To a 500 mL 3-necked round-bottomed flask, was added 24.0 g of 4-hydroxypiperidine dissolved in 140 mL of acetone. To this mixture was added 40.9 g of powdered anhydrous potassium carbonate. The reaction mixture was cooled to 5° C. with an ice bath. While stirring, 28.7 9 of allyl bromide in 60 mL acetone was added slowly to the reaction mixture. After addition was complete, the reaction mixture was allowed to stir at room temperature for 18 hours. The solid residue was removed by filtration, an... Reactants: ClC=1C=CC(=C(C1)C1=CC(N(C=C1OC)C(C(=O)OCC)CC1CCC1)=O)C#N (ethyl 2-[4-(5-chloro-2-cyanophenyl)-5-methoxy-2-oxopyridin-1(2H)-yl]-3-cyclobutylpropanoate), [OH-].[Li+] (lithium hydroxide). Yields the product ClC=1C=CC(=C(C1)C1=CC(N(C=C1OC)C(C(=O)O)CC1CCC1)=O)C#N (2-[4-(5-Chloro-2-cyanophenyl)-5-methoxy-2-oxopyridin-1(2H)-yl]-3-cyclobutylpropanoic acid). RXN SMILES: [Cl:1][C:2]1[CH:3]=[CH:4][C:5]([C:28]#[N:29])=[C:6]([C:8]2[C:13]([O:14][CH3:15])=[CH:12][N:11]([CH:16]([CH2:22][CH:23]3[CH2:26][CH2:25][CH2:24]3)[C:17]([O:19]CC)=[O:18])[C:10](=[O:27])[CH:9]=2)[CH:7]=1.[OH-].[Li+]>>[Cl:1][C:2]1[CH:3]=[CH:4][C:5]([C:28]#[N:29])=[C:6]([C:8]2[C:13]([O:14][CH3:15])=[CH:12][N:11]([CH:16]([CH2:22][CH:23]3[CH2:26][CH2:25][CH2:24]3)[C:17]([OH:19])=[O:18])[C:10](=[O:27])[CH:9]=2)[CH:7]=1 |f:1.2|. Reported procedure: 138 mg (0.33 mmol) of ethyl 2-[4-(5-chloro-2-cyanophenyl)-5-methoxy-2-oxopyridin-1(2H)-yl]-3-cyclobutylpropanoate (racemate) were hydrolysed with lithium hydroxide according to General Method 6B. Yield: 104 mg (82% of theory) The reactants are C(=O)([O-])[O-].[K+].[K+] (K2CO3), N1C=C(C2=CC=CC=C12)C1N(C(C2=CC=CC=C12)=O)C (3-(1H-Indol-3-yl)-2-methyl-2,3-dihydro-isoindol-1-one), BrCC(=O)OC(C)(C)C (t-butyl bromoacetate). Solvent: CCOC(=O)C (EtOAc), CN(C)C=O (DMF). Conditions: temperature 100 celsius. Product: CN1C(C2=CC=CC=C2C1=O)C1=CN(C2=CC=CC=C12)CC(=O)O ([3-(2-Methyl-3-oxo-2,3-dihydro-1H-isoindol-1-yl)-indol-1-yl]-acetic acid). As a reaction SMILES: [NH:1]1[C:9]2[C:4](=[CH:5][CH:6]=[CH:7][CH:8]=2)[C:3]([CH:10]2[C:18]3[C:13](=[CH:14][CH:15]=[CH:16][CH:17]=3)[C:12](=[O:19])[N:11]2[CH3:20])=[CH:2]1.C([O-])([O-])=O.[K+].[K+].Br[CH2:28][C:29]([O:31]C(C)(C)C)=[O:30]>CN(C=O)C.CCOC(C)=O>[CH3:20][N:11]1[C:12](=[O:19])[C:13]2[C:18](=[CH:17][CH:16]=[CH:15][CH:14]=2)[CH:10]1[C:3]1[C:4]2[C:9](=[CH:8][CH:7]=[CH:6][CH:5]=2)[N:1]([CH2:28][C:29]([OH:31])=[O:30])[CH:2]=1 |f:1.2.3|. Procedure: The product from example 20, step b) (450 mg, 1.72 mmol) was dissolved in DMF and treated with K2CO3 (284 mg, 2.06 mmol) followed by t-butyl bromoacetate (255 μL, 1.72 mmol). The reaction was heated to 100° C. for 5 h. The reaction was cooled, diluted with EtOAc, washed 3 times with water, and concentrated. The crude product was treated with TFA (neat) at room temperature for 45 minutes. The reaction was then concentrated to dryness and purified by preparative LCMS to give the title compound. 1H... Reactants: CSc1nc2ccc(Br)cc2c(=O)[nH]1, O=C(OO)c1cccc(Cl)c1, ClCCl. The product is CS(=O)c1nc2ccc(Br)cc2c(=O)[nH]1. RXN SMILES: [Br:12][c:13]1[cH:14][c:15]2[c:16](=[O:25])[nH:17][c:18]([S:23][CH3:24])[n:19][c:20]2[cH:21][cH:22]1.[Cl:1][c:2]1[cH:3][cH:4][cH:5][c:6]([C:7]([O:8][OH:10])=[O:9])[cH:11]1.[Cl:26][CH2:27][Cl:28]>>[O:9]=[S:23]([c:18]1[nH:17][c:16](=[O:25])[c:15]2[cH:14][c:13]([Br:12])[cH:22][cH:21][c:20]2[n:19]1)[CH3:24]. The reactants are CC(C)(O)c1cc2cc(OC(C(=O)[O-])C(C)(C)C)c(Cl)c(Cl)c2s1, CCO, [Na+], [OH-]. Yields the product CC(C)(O)c1cc2cc(OCC(=O)O)c(Cl)c(Cl)c2s1. Reaction SMILES: [C:1]([CH3:2])([CH3:3])([CH3:4])[CH:5]([C:6](=[O:7])[O-:8])[O:9][c:10]1[cH:11][c:12]2[c:13]([s:14][c:15]([C:17]([CH3:18])([CH3:19])[OH:20])[cH:16]2)[c:21]([Cl:24])[c:22]1[Cl:23].[CH3:27][CH2:28][OH:29].[Na+:26].[OH-:25]>>[CH2:5]([C:6](=[O:7])[OH:8])[O:9][c:10]1[cH:11][c:12]2[c:13]([s:14][c:15]([C:17]([CH3:18])([CH3:19])[OH:20])[cH:16]2)[c:21]([Cl:24])[c:22]1[Cl:23]. Reactants: COC=1C=C2CCOC(C2=CC1OC)(CCC(=O)O)C (6,7-dimethoxy-1-methylisochroman propionic acid), C(C)(=O)O (acetic acid), C(C)(=O)O (acetic acid). Reagents/catalysts: [O-2].[O-2].[O-2].[Cr+6] (chromium trioxide). The solvent is O (water), O (water). Reaction conditions: time 1.5 hour. The product is COC=1C=C2C(COC(C2=CC1OC)(CCC(=O)O)C)=O (6,7-dimethoxy-1-methyl-4-oxo-1-isochromanpropionic acid). RXN SMILES: [CH3:1][O:2][C:3]1[CH:4]=[C:5]2[C:10](=[CH:11][C:12]=1[O:13][CH3:14])[C:9]([CH3:20])([CH2:15][CH2:16][C:17]([OH:19])=[O:18])[O:8][CH2:7][CH2:6]2.C(O)(=[O:23])C>O.[O-2].[O-2].[O-2].[Cr+6]>[CH3:1][O:2][C:3]1[CH:4]=[C:5]2[C:10](=[CH:11][C:12]=1[O:13][CH3:14])[C:9]([CH3:20])([CH2:15][CH2:16][C:17]([OH:19])=[O:18])[O:8][CH2:7][C:6]2=[O:23] |f:3.4.5.6|. Reported procedure: A solution of chromium trioxide (25.7 g) in a mixture of acetic acid (120 ml) and water (35 ml) is added dropwise to a solution of 6,7-dimethoxy-1-methylisochroman propionic acid (27.0 g), described in Example 16, in acetic acid (140 ml) keeping the temperature of the mixture below 20° C. The mixture is kept at room temperature for 1.5 hr. and then poured into water and extracted with chloroform. The extracts are thoroughly washed with water, dried and evaporated. The residue is crystallized fro... The reactants are C(C)(C)(C)P(C(C)(C)C)C(C)(C)C (tri-tert-butylphosphine), P(=O)([O-])([O-])[O-].[K+].[K+].[K+] (potassium phosphate), BrC=1C=C(C(=O)OC)C=CN1 (methyl 2-bromoisonicotinate), FC(C1=C(C=CC=C1)B(O)O)(F)F (2-(trifluoromethyl)phenylboronic acid). Reagents/catalysts: C=1C=CC(=CC1)/C=C/C(=O)/C=C/C2=CC=CC=C2.C=1C=CC(=CC1)/C=C/C(=O)/C=C/C2=CC=CC=C2.C=1C=CC(=CC1)/C=C/C(=O)/C=C/C2=CC=CC=C2.[Pd].[Pd] (tris(dibenzylideneacetone)dipalladium). Run in C(C)(=O)OCC (ethyl acetate), O (water), C1(=CC=CC=C1)C (toluene). Run at temperature 110 celsius. Product: FC(C1=C(C=CC=C1)C=1C=C(C(=O)OC)C=CN1)(F)F (Methyl 2-[2-(trifluoromethyl)phenyl]isonicotinate). RXN SMILES: Br[C:2]1[CH:3]=[C:4]([CH:9]=[CH:10][N:11]=1)[C:5]([O:7][CH3:8])=[O:6].[F:12][C:13]([F:24])([F:23])[C:14]1[CH:19]=[CH:18][CH:17]=[CH:16][C:15]=1B(O)O.C(P(C(C)(C)C)C(C)(C)C)(C)(C)C.P([O-])([O-])([O-])=O.[K+].[K+].[K+]>C1(C)C=CC=CC=1.C(OCC)(=O)C.O.C1C=CC(/C=C/C(/C=C/C2C=CC=CC=2)=O)=CC=1.C1C=CC(/C=C/C(/C=C/C2C=CC=CC=2)=O)=CC=1.C1C=CC(/C=C/C(/C=C/C2C=CC=CC=2)=O)=CC=1.[Pd].[Pd]>[F:12][C:13]([F:24])([F:23])[C:14]1[CH:19]=[CH:18][CH:17]=[CH:16][C:15]=1[C:2]1[CH:3]=[C:4]([CH:9]=[CH:10][N:11]=1)[C:5]([O:7][CH3:8])=[O:6] |f:3.4.5.6,10.11.12.13.14|. Reported procedure: Under an atmosphere of argon, 500 mg (2.31 mmol) of methyl 2-bromoisonicotinate and 694 mg (3.47 mmol) of 2-(trifluoromethyl)phenylboronic acid were dissolved in 10 ml of toluene. 106 mg (0.12 mmol) of tris(dibenzylideneacetone)dipalladium, 91 mg (0.23 mmol) of tri-tert-butylphosphine and 982 mg (4.63 mmol) of potassium phosphate were then added, and under argon the mixture was heated to 110° C. for 20 h. For work-up, the mixture was diluted at RT with 15 ml of ethyl acetate and 15 ml of water, ...